describe an organic reaction: reactants, conditions, products, and yield From a dataset of the Open Reaction Database (ORD), a public repository of structured organic reaction records. Starting materials: COc1cc2c(cc1N1CC(C)NC(C)C1)N(C(C)=O)CC2, [BH3-]C#N, C=O, CO, [Na+]. Product: COc1cc2c(cc1N1CC(C)N(C)C(C)C1)N(C(C)=O)CC2. Reaction SMILES: [C:1]([CH3:2])(=[O:3])[N:4]1[CH2:5][CH2:6][c:7]2[cH:8][c:9]([O:21][CH3:22])[c:10]([N:13]3[CH2:14][CH:15]([CH3:20])[NH:16][CH:17]([CH3:19])[CH2:18]3)[cH:11][c:12]21.[C:25]([BH3-:26])#[N:27].[CH2:23]=[O:24].[CH3:29][OH:30].[Na+:28]>>[C:1]([CH3:2])(=[O:3])[N:4]1[CH2:5][CH2:6][c:7]2[cH:8][c:9]([O:21][CH3:22])[c:10]([N:13]3[CH2:14][CH:15]([CH3:20])[N:16]([CH3:25])[CH:17]([CH3:19])[CH2:18]3)[cH:11][c:12]21.